This data is from the Open Reaction Database (ORD), a public repository of structured organic reaction records. The task is: describe an organic reaction: reactants, conditions, products, and yield Reported procedure: A mixture of N,α-bis(4-fluorophenyl)-4-piperidinemethanamine (3.42 g, 0.0113 mol), 2-bromoethyl naphthyl ether (2.83 g, 0.0113 mol), and potassium carbonate (3.46 g, 0.025 mol) was heated at reflux 16 h in 350 mL of 1-butanol containing sodium iodide (0.2 g). The reaction was concentrated to dryness, and the residue partitioned between chloroform and water. The chloroform layer was extracted with 5% sodium hydroxide. The organic layer was dried (Na2SO4) and filtered. The chloroform was removed b... The solvent is CO.C(C)OCC (methanol diethyl ether). The product is Cl.FC1=CC=C(C=C1)NC(C1CCN(CC1)CCOC1=CC2=CC=CC=C2C=C1)C1=CC=C(C=C1)F (N,α-Bis(4-Fluorophenyl)-1-[2(2-naphthalenyloxy)ethyl]-4-piperidinemethanamine hydrochloride). Reactants: FC1=CC=C(C=C1)NC(C1CCNCC1)C1=CC=C(C=C1)F (N,α-bis(4-fluorophenyl)-4-piperidinemethanamine), C1(=CC=CC2=CC=CC=C12)OCCBr (2-bromoethyl naphthyl ether), C([O-])([O-])=O.[K+].[K+] (potassium carbonate), [I-].[Na+] (sodium iodide), Cl (HCl), C(CCC)O (1-butanol). The yield is 36.3%. RXN SMILES: [F:1][C:2]1[CH:7]=[CH:6][C:5]([NH:8][CH:9]([C:16]2[CH:21]=[CH:20][C:19]([F:22])=[CH:18][CH:17]=2)[CH:10]2[CH2:15][CH2:14][NH:13][CH2:12][CH2:11]2)=[CH:4][CH:3]=1.[C:23]1(OCCBr)[C:32]2[C:27](=[CH:28][CH:29]=[CH:30][CH:31]=2)[CH:26]=[CH:25][CH:24]=1.C(=O)([O-])[O-].[K+].[K+].[I-].[Na+].[ClH:45].[CH2:46]([OH:50])[CH2:47]CC>CO.C(OCC)C>[ClH:45].[F:1][C:2]1[CH:3]=[CH:4][C:5]([NH:8][CH:9]([C:16]2[CH:17]=[CH:18][C:19]([F:22])=[CH:20][CH:21]=2)[CH:10]2[CH2:15][CH2:14][N:13]([CH2:47][CH2:46][O:50][C:25]3[CH:24]=[CH:23][C:32]4[C:27](=[CH:28][CH:29]=[CH:30][CH:31]=4)[CH:26]=3)[CH2:12][CH2:11]2)=[CH:6][CH:7]=1 |f:2.3.4,5.6,9.10,11.12|. The reactants are [OH-].[Al+3].[OH-].[OH-] (aluminum hydroxide), S(=O)(=O)([O-])[O-].[Mg+2] (magnesium sulphate), C(C1=CC=CC=C1)OC[C@H]1[C@@H](CC[C@H]1CC(=O)OC)OC1OCCCC1 ((1R,2S,3S)-2-benzyloxymethyl-3-methoxycarbonylmethyl-1-(2-tetrahydropyranyloxy)cyclopentane), solution, [H-].C(C(C)C)[Al+]CC(C)C (DIBAL). Solvent: CO (methanol), C1(=CC=CC=C1)C (toluene), C1(=CC=CC=C1)C (toluene). Conditions: time 2 hour. The product is C(C1=CC=CC=C1)OC[C@H]1[C@@H](CC[C@H]1CCO)OC1OCCCC1 ((1R,2S,3S)-2-benzyloxymethyl-3-(2-hydroxyethyl)-1-(2-tetrahydropyranyloxy)cyclopentane). The yield is 78.6%. As a reaction SMILES: [CH2:1]([O:8][CH2:9][C@@H:10]1[C@H:14]([CH2:15][C:16](OC)=[O:17])[CH2:13][CH2:12][C@H:11]1[O:20][CH:21]1[CH2:26][CH2:25][CH2:24][CH2:23][O:22]1)[C:2]1[CH:7]=[CH:6][CH:5]=[CH:4][CH:3]=1.[H-].C([Al+]CC(C)C)C(C)C.[OH-].[Al+3].[OH-].[OH-].S([O-])([O-])(=O)=O.[Mg+2]>C1(C)C=CC=CC=1.CO>[CH2:1]([O:8][CH2:9][C@@H:10]1[C@H:14]([CH2:15][CH2:16][OH:17])[CH2:13][CH2:12][C@H:11]1[O:20][CH:21]1[CH2:26][CH2:25][CH2:24][CH2:23][O:22]1)[C:2]1[CH:3]=[CH:4][CH:5]=[CH:6][CH:7]=1 |f:1.2,3.4.5.6,7.8|. Procedure: In a flow of argon, to a solution cooled to -15° C., of 14.2 g of (1R,2S,3S)-2-benzyloxymethyl-3-methoxycarbonylmethyl-1-(2-tetrahydropyranyloxy)cyclopentane (prepared in Reference Example 3) in 100 ml of dry toluene, 42 ml of a 25% solution of DIBAL (diisobutyl aluminium hydride) in toluene was added dropwise. The mixture was stirred for 2 hrs, and then 20 ml of methanol was added thereto at the same temperature. The solution was stirred at room temperature and, after deposition of aluminum hyd...